Dataset: the Open Reaction Database (ORD), a public repository of structured organic reaction records. Task: describe an organic reaction: reactants, conditions, products, and yield The reactants are FC=1C(=C2C=3N(C(CO2)C)C=C(C(C3C1)=O)C(=O)O)F (9,10-difluoro-2,3-dihydro-3-methyl-7-oxo-7H-pyrido [1,2,3-de][1,4]-benzoxazine-6-carboxylic acid), OCC1=C2CNCC2=CC=C1 (4-hydroxymethylisoindoline), C1CCC2=NCCCN2CC1 (DBU). Solvent: CN(C)C=O (DMF). The product is OCC1=C2CN(CC2=CC=C1)C=1C(=CC2=C3N(C(COC31)C)C=C(C2=O)C(=O)O)F (10-(4-hydroxymethyl-2-isoindolinyl)-9-fluoro-2,3-dihydro-3-methyl-7-oxo-7H-pyrido [1,2,3-de][1,4]-benzoxazine-6-carboxylic acid). Isolated yield 29.3%. As a reaction SMILES: [F:1][C:2]1[C:3](F)=[C:4]2[O:9][CH2:8][CH:7]([CH3:10])[N:6]3[CH:11]=[C:12]([C:17]([OH:19])=[O:18])[C:13](=[O:16])[C:14]([CH:15]=1)=[C:5]23.[OH:21][CH2:22][C:23]1[CH:31]=[CH:30][CH:29]=[C:28]2[C:24]=1[CH2:25][NH:26][CH2:27]2.C1CCN2C(=NCCC2)CC1>CN(C=O)C>[OH:21][CH2:22][C:23]1[CH:31]=[CH:30][CH:29]=[C:28]2[C:24]=1[CH2:25][N:26]([C:3]1[C:2]([F:1])=[CH:15][C:14]3[C:13](=[O:16])[C:12]([C:17]([OH:19])=[O:18])=[CH:11][N:6]4[CH:7]([CH3:10])[CH2:8][O:9][C:4]=1[C:5]=34)[CH2:27]2. Procedure details: 281 mg of 9,10-difluoro-2,3-dihydro-3-methyl-7-oxo-7H-pyrido [1,2,3-de][1,4]-benzoxazine-6-carboxylic acid, 179 mg of 4-hydroxymethylisoindoline, 304 mg of DBU, and 2 ml of anhydrous DMF were processed in the same manner as in Example 20 to produce 120 mg of the target compound.